From a dataset of the Open Reaction Database (ORD), a public repository of structured organic reaction records. describe an organic reaction: reactants, conditions, products, and yield Starting materials: ClC1=CC=C(C=N1)CN(C(SC)=NC#N)CC (1-(6-chloro-3-pyridylmethyl)-3-cyano-1-ethyl-2-methylisothiourea), CN (methylamine). The solvent is C(C)#N (acetonitrile). Product: ClC1=CC=C(C=N1)CN(C(=NC#N)NC)CC (1-(6-chloro-3-pyridylmethyl)-2-cyano-1-ethyl-3-methylguanidine). Yield: 81.4%. As a reaction SMILES: [Cl:1][C:2]1[N:7]=[CH:6][C:5]([CH2:8][N:9]([CH2:16][CH3:17])[C:10](=[N:13][C:14]#[N:15])SC)=[CH:4][CH:3]=1.[CH3:18][NH2:19]>C(#N)C>[Cl:1][C:2]1[N:7]=[CH:6][C:5]([CH2:8][N:9]([CH2:16][CH3:17])[C:10]([NH:19][CH3:18])=[N:13][C:14]#[N:15])=[CH:4][CH:3]=1. Procedure: To a mixture of 0.42g of 1-(6-chloro-3-pyridylmethyl)-3-cyano-1-ethyl-2-methylisothiourea and 5ml of acetonitrile was added each 0.5g of 40% methylamine aqueous solution at an hour interval in total six time (3.0g), while refluxing and stirring. The reaction mixture was stirred for 6 hours in total. Then, the mixture was concentrated to afford 0.32g of 1-(6-chloro-3-pyridylmethyl)-2-cyano-1-ethyl-3-methylguanidine (Compound No. 3). Starting materials: C(C1=CC=CC=C1)=C1C(CCC1)=O (2-benzylidene-cyclopentanone), [Cl-].C[N+](C)=C (N,N-dimethyl-methylene ammonium chloride). Solvent: C(C)#N (acetonitrile). Yields the product Cl.C(C1=CC=CC=C1)=C1C(C(CC1)CN(C)C)=O (2-benzylidene-5-dimethylaminomethyl cyclopentanone hydrochloride). Isolated yield 76.2%. RXN SMILES: [CH:1](=[C:8]1[CH2:12][CH2:11][CH2:10][C:9]1=[O:13])[C:2]1[CH:7]=[CH:6][CH:5]=[CH:4][CH:3]=1.[Cl-:14].[CH3:15][N+:16](=[CH2:18])[CH3:17]>C(#N)C>[ClH:14].[CH:1](=[C:8]1[CH2:12][CH2:11][CH:10]([CH2:15][N:16]([CH3:18])[CH3:17])[C:9]1=[O:13])[C:2]1[CH:7]=[CH:6][CH:5]=[CH:4][CH:3]=1 |f:1.2,4.5|. Procedure details: 5.2 g (0.03 mol) of 2-benzylidene-cyclopentanone was dissolved in 30 mL anhydrous acetonitrile, treated with 8.4 g (0.09 mol) of N,N-dimethyl-methylene ammonium chloride under refluxing, refluxed for 12 h to yield a solid product, then suction filtered and dried, and recrystallized in acetonitrile/chloroform to give 2-benzylidene-5-dimethylaminomethyl cyclopentanone hydrochloride with a yield of 76.2%. The reactants are [H-].[Na+] (sodium hydride), COC1=NC2=CC=CC=C2N=C1NC(=O)N1CCN(CC1)C1=CC(=CC(=C1)OC)OC (1-[(2-methoxyquinoxalin-3-yl)aminocarbonyl]-4-(3,5-dimethoxyphenyl)piperazine), C(CC)I (propyl iodide). Solvent: CN(C=O)C (dimethylformamide). Run at time 15 minute. Product: COC1=NC2=CC=CC=C2N=C1N(C(=O)N1CCN(CC1)C1=CC(=CC(=C1)OC)OC)C(C)C (1-[(2-Methoxyquinoxalin-3-yl)N-isopropylaminocarbonyl]-4-(3,5-dimethoxyphenyl)piperazine). Yield: 82.0%. RXN SMILES: [CH3:1][O:2][C:3]1[C:12]([NH:13][C:14]([N:16]2[CH2:21][CH2:20][N:19]([C:22]3[CH:27]=[C:26]([O:28][CH3:29])[CH:25]=[C:24]([O:30][CH3:31])[CH:23]=3)[CH2:18][CH2:17]2)=[O:15])=[N:11][C:10]2[C:5](=[CH:6][CH:7]=[CH:8][CH:9]=2)[N:4]=1.[H-].[Na+].[CH2:34](I)[CH2:35][CH3:36]>CN(C)C=O>[CH3:1][O:2][C:3]1[C:12]([N:13]([CH:35]([CH3:36])[CH3:34])[C:14]([N:16]2[CH2:21][CH2:20][N:19]([C:22]3[CH:27]=[C:26]([O:28][CH3:29])[CH:25]=[C:24]([O:30][CH3:31])[CH:23]=3)[CH2:18][CH2:17]2)=[O:15])=[N:11][C:10]2[C:5](=[CH:6][CH:7]=[CH:8][CH:9]=2)[N:4]=1 |f:1.2|. Reported procedure: To 1-[(2-methoxyquinoxalin-3-yl)aminocarbonyl]-4-(3,5-dimethoxyphenyl)piperazine (216 mg, 0.51 mmol) dissolved in dimethylformamide (20 ml), 60% sodium hydride (20.4 mg, 0.51 mmol) was added and stirred at room temperature for 15 minutes, and thereto propyl iodide (86.7 mg, 0.51 mmol) was added. The resulting mixture was stirred at room temperature for 6 hours, concentrated under the reduced pressure to remove the solvent and purified by column chromatography to obtain the titled compound. Product: COC1=NC=CC(=C1)N1CCC2(OCCO2)CC1 (8-(2-Methoxypyridin-4-yl)-1,4-dioxa-8-azaspiro[4.5]decane), oil. Run at temperature 130 celsius. The solvent is O1CCOCC1 (dioxane), O1CCOCC1 (dioxane). Reaction SMILES: C1(P(C2CCCCC2)C2C=CC=CC=2C2C=CC=CC=2)CCCCC1.Cl[C:27]1[CH:32]=[CH:31][N:30]=[C:29]([O:33][CH3:34])[CH:28]=1.[O:35]1[C:39]2([CH2:44][CH2:43][NH:42][CH2:41][CH2:40]2)[O:38][CH2:37][CH2:36]1.CC(C)([O-])C.[Na+]>O1CCOCC1.C([O-])(=O)C.[Pd+2].C([O-])(=O)C>[CH3:34][O:33][C:29]1[CH:28]=[C:27]([N:42]2[CH2:43][CH2:44][C:39]3([O:38][CH2:37][CH2:36][O:35]3)[CH2:40][CH2:41]2)[CH:32]=[CH:31][N:30]=1 |f:3.4,6.7.8|. Reported procedure: A solution of palladium(II) acetate (62.5 mg, 279 μmol) and 2-(dicyclohexylphosphino) biphenyl (201 mg, 557 μmol) in dioxane (1.5 mL) was stirred under argon at room temperature for 10 minutes, then added to a solution of 4-chloro-2-methoxypyridine (500 mg, 3.48 mmol), 1,4-dioxa-8-azaspiro[4.5]decane (499 mg, 446 μL, 3.48 mmol) and sodium tert-butoxide (502 mg, 5.22 mmol) in dioxane (1.5 mL), degassed and argon bubbled through the reaction during 5 minutes. The reaction mixture was heated in the... Reactants: ClC1=CC(=NC=C1)OC (4-chloro-2-methoxypyridine), O1CCOC12CCNCC2 (1,4-dioxa-8-azaspiro[4.5]decane), CC(C)([O-])C.[Na+] (sodium tert-butoxide), C1(CCCCC1)P(C1=C(C=CC=C1)C1=CC=CC=C1)C1CCCCC1 (2-(dicyclohexylphosphino) biphenyl). Reagents/catalysts: C(C)(=O)[O-].[Pd+2].C(C)(=O)[O-] (palladium(II) acetate). Yield: 80.0%. Starting materials: [OH-].[Na+] (NaOH), [N+](=O)([O-])C=CC=1C=C2C=CNC2=CC1 (5-(2-nitroethenyl)-1H-indole), [BH4-].[Na+] (sodium borohydride), Cl (HCl). Run in C(C)#N (acetonitrile), O (water). Reaction conditions: temperature 0 celsius, time 2 hour. The product is [N+](=O)([O-])CCC=1C=C2C=CNC2=CC1 (5-(2-nitroethyl)-1H-indole). Yield: 40.6%. As a reaction SMILES: [BH4-].[Na+].[OH-].[Na+].[N+:5]([CH:8]=[CH:9][C:10]1[CH:11]=[C:12]2[C:16](=[CH:17][CH:18]=1)[NH:15][CH:14]=[CH:13]2)([O-:7])=[O:6].Cl>C(#N)C.O>[N+:5]([CH2:8][CH2:9][C:10]1[CH:11]=[C:12]2[C:16](=[CH:17][CH:18]=1)[NH:15][CH:14]=[CH:13]2)([O-:7])=[O:6] |f:0.1,2.3|. Reported procedure: A solution of sodium borohydride (2.0 g) and 40% w/v aqu. NaOH was added dropwise to a solution of the the product from step (b) (1.9 g) in acetonitrile (55 ml) at 0° C. The pH was maintained at 3-6 by periodic additions of 2N aqu. HCl. The resulting solution was stirred at 0° C. for 2 hours, then diluted with water and extracted with DCM. The combined extracts were washed with brine, dried and evaporated in vacuo to give a yellow oil which was eluted through a silica column using chloroform as ...